From a dataset of the Open Reaction Database (ORD), a public repository of structured organic reaction records. describe an organic reaction: reactants, conditions, products, and yield Starting materials: CC(C[C@H](C(C(=O)OCC1=CC=CC=C1)(C(=O)OC(C)(C)C)CN1C(N(N(C1=O)C)C)=O)C(=O)OCC1=CC=CC=C1)C (1,2-dibenzyl 1-tert.butyl 4-methyl-1-[(1,2-dimethyl-3,5-dioxo-1,2,4-triazolidin-4-yl)methyl]-1,1,2(R)-pentanetricarboxylate). Reagents/catalysts: [Pd] (palladium-on-charcoal). Solvent: CO (methanol). Run at time 2 hour. The product is C(C)(C)(C)OC(=O)C([C@@H](CC(C)C)C(=O)O)(C(=O)O)CN1C(N(N(C1=O)C)C)=O (1-(tert.butoxycarbonyl)-4-methyl-1-[(1,2-dimethyl-3,5-dioxo-1,2,4-triazolidin-4-yl)methyl]-1,2(R)-pentanedicarboxyic acid). As a reaction SMILES: [CH3:1][CH:2]([CH3:43])[CH2:3][C@@H:4]([C:33]([O:35]CC1C=CC=CC=1)=[O:34])[C:5]([CH2:23][N:24]1[C:28](=[O:29])[N:27]([CH3:30])[N:26]([CH3:31])[C:25]1=[O:32])([C:16]([O:18][C:19]([CH3:22])([CH3:21])[CH3:20])=[O:17])[C:6]([O:8]CC1C=CC=CC=1)=[O:7]>CO.[Pd]>[C:19]([O:18][C:16]([C:5]([CH2:23][N:24]1[C:25](=[O:32])[N:26]([CH3:31])[N:27]([CH3:30])[C:28]1=[O:29])([C:6]([OH:8])=[O:7])[C@H:4]([C:33]([OH:35])=[O:34])[CH2:3][CH:2]([CH3:43])[CH3:1])=[O:17])([CH3:22])([CH3:20])[CH3:21]. Procedure: 2.464 g of 1,2-dibenzyl 1-tert.butyl 4-methyl-1-[(1,2-dimethyl-3,5-dioxo-1,2,4-triazolidin-4-yl)methyl]-1,1,2(R)-pentanetricarboxylate were dissolved in 40 ml of methanol containing 0.25 g of 10% palladium-on-charcoal catalyst. The mixture was hydrogenated for 2 hours, the catalyst was removed by filtration and the solvent evaporated to give 1-(tert.butoxycarbonyl)-4-methyl-1-[(1,2-dimethyl-3,5-dioxo-1,2,4-triazolidin-4-yl)methyl]-1,2(R)-pentanedicarboxyic acid in the form of a colorless gum. Th... Starting materials: C(C=C)#N (acrylonitrile), C(CCCCC)N (hexylamine). Conditions: temperature 70 celsius, time 3 hour. The product is C(#N)CCN(CCC#N)CCCCCC (N,N-bis(2-cyanoethyl)hexylamine). The yield is 98.9%. Reaction SMILES: [C:1](#[N:4])[CH:2]=[CH2:3].[CH2:5]([NH2:11])[CH2:6][CH2:7][CH2:8][CH2:9][CH3:10]>>[C:1]([CH2:2][CH2:3][N:11]([CH2:5][CH2:6][CH2:7][CH2:8][CH2:9][CH3:10])[CH2:3][CH2:2][C:1]#[N:4])#[N:4]. Procedure: 20.1 g of acrylonitrile was added dropwise to an aqueous solution (150 ml) of 15.5 g of hexylamine at room temperature over 0.5 hours, and then the mixed solution was stirred at 70° C. for 3 hours. After standing to cool to room temperature, the mixed solution was extracted with 150 ml of ethyl acetate. The organic layer was separated from the solution, dried over anhydrous magnesium sulfate, and distilled off the solvent to obtain 31.4 g of a target compound as a colorless oily product. Starting materials: CCCCCCCCCCCC(O)C(C)N(Cc1ccccc1)Cc1ccccc1, CO. Yields the product CCCCCCCCCCCC(O)C(C)N. As a reaction SMILES: [CH2:1]([N:8]([CH2:2][c:3]1[cH:4][cH:5][cH:6][cH:7][cH:9]1)[CH:16]([CH3:17])[CH:18]([CH2:19][CH2:20][CH2:21][CH2:22][CH2:23][CH2:24][CH2:25][CH2:26][CH2:27][CH2:28][CH3:29])[OH:30])[c:10]1[cH:11][cH:12][cH:13][cH:14][cH:15]1.[CH3:31][OH:32]>>[NH2:8][CH:16]([CH3:17])[CH:18]([CH2:19][CH2:20][CH2:21][CH2:22][CH2:23][CH2:24][CH2:25][CH2:26][CH2:27][CH2:28][CH3:29])[OH:30]. Starting materials: N[C@@H](CO)C(=O)OC[C@H](NC(C(F)(F)F)=O)C(=O)O (O-(L-serinyl)-N-trifluoroacetyl-L-serine), ClCC(=O)O (chloroacetic acid), N(=O)[O-].[Na+] (sodium nitrite). Run in O (water). Run at time 15 minute. Yields the product [N+](=[N-])=C(C(=O)OC[C@H](N)C(=O)O)CO (O-(2-diazo-3-hydroxy-1-oxopropyl)-L-serine). Isolated yield 11.7%. Reaction SMILES: [NH2:1][C@H:2]([C:5]([O:7][CH2:8][C@@H:9]([C:17]([OH:19])=[O:18])[NH:10]C(=O)C(F)(F)F)=[O:6])[CH2:3][OH:4].ClCC(O)=O.[N:25]([O-])=O.[Na+]>O>[N+:1](=[C:2]([CH2:3][OH:4])[C:5]([O:7][CH2:8][C@@H:9]([C:17]([OH:19])=[O:18])[NH2:10])=[O:6])=[N-:25] |f:2.3|. Procedure details: To a solution of O-(L-serinyl)-N-trifluoroacetyl-L-serine (400 mg) and 4M aqueous chloroacetic acid (50 μl) is water (4 ml) was added sodium nitrite (193 mg) at room temperature. After stirring for 15 minutes at room temperature, the reaction mixture was neutrized with 2M tris buffer solution to pH 7.0 to 7.3 and then Acylase I (acylase, Sigma A-7264, made by Sigma Chemicals) (60 mg) was added. The mixture was stirred for 5 hours at room temperature, and chromatographed on carbon (50 ml) eluting... The reactants are O=C1CCN(CC1)C(=O)OC(C)(C)C (tert-butyl 4-oxo-1-piperidinecarboxylate), BrC=1C=NC=C(C1)C(F)(F)F (3-bromo-5-(trifluoromethyl)pyridine), solution, C(CCC)[Li] (n-butyllithium). The solvent is C(Cl)Cl (methylene chloride), C(Cl)Cl (methylene chloride), hexanes. Run at temperature -78 celsius, time 30 minute. Yields the product OC1(CCN(CC1)C(=O)OC(C)(C)C)C=1C=NC=C(C1)C(F)(F)F (tert-Butyl 4-hydroxy-4-[5-(trifluoromethyl)pyridin-3-yl]piperidine-1-carboxylate). The yield is 36.0%. RXN SMILES: Br[C:2]1[CH:3]=[N:4][CH:5]=[C:6]([C:8]([F:11])([F:10])[F:9])[CH:7]=1.C([Li])CCC.[O:17]=[C:18]1[CH2:23][CH2:22][N:21]([C:24]([O:26][C:27]([CH3:30])([CH3:29])[CH3:28])=[O:25])[CH2:20][CH2:19]1>C(Cl)Cl>[OH:17][C:18]1([C:2]2[CH:3]=[N:4][CH:5]=[C:6]([C:8]([F:11])([F:10])[F:9])[CH:7]=2)[CH2:19][CH2:20][N:21]([C:24]([O:26][C:27]([CH3:30])([CH3:29])[CH3:28])=[O:25])[CH2:22][CH2:23]1. Procedure: To a slightly cloudy solution of 3-bromo-5-(trifluoromethyl)pyridine (2.20 g, 30% purity, 2.92 mmol) in dry methylene chloride (15.0 mL) at −78° C. was added a 1.6 M solution of n-butyllithium in hexanes (1.99 mL). After being stirred for 30 min at −78° C., a solution of tert-butyl 4-oxo-1-piperidinecarboxylate (0.534 g, 2.65 mmol) in dry methylene chloride (3.0 mL) was added dropwise. The reaction was stirred at −78° C. for 1.5 h and quenched with aqueous NH4Cl. The resulting solution was extra... Reactants: N1CCC(CC1)NC(OC(C)(C)C)=O (4-piperidinylcarbamic acid, 1,1-dimethylethyl ester), ClC\C=C/CC(C1=CC=CC=C1)C1=CC=CC=C1 ((Z)-1-chloro-5,5-diphenyl-2-pentene), C([O-])([O-])=O.[K+].[K+] (potassium carbonate). Run in CN(C=O)C (N,N-dimethylformamide). Reaction conditions: temperature 60 celsius. Product: C1(=CC=CC=C1)C(C\C=C/CN1CCC(CC1)NC(OC(C)(C)C)=O)C1=CC=CC=C1 ((Z)-[1-(5,5-Diphenyl-2-pentenyl)-4-piperidinyl]-carbamic acid, 1,1-dimethylethyl ester). Yield: 82.3%. As a reaction SMILES: [NH:1]1[CH2:6][CH2:5][CH:4]([NH:7][C:8](=[O:14])[O:9][C:10]([CH3:13])([CH3:12])[CH3:11])[CH2:3][CH2:2]1.Cl[CH2:16]/[CH:17]=[CH:18]\[CH2:19][CH:20]([C:27]1[CH:32]=[CH:31][CH:30]=[CH:29][CH:28]=1)[C:21]1[CH:26]=[CH:25][CH:24]=[CH:23][CH:22]=1.C(=O)([O-])[O-].[K+].[K+]>CN(C)C=O>[C:21]1([CH:20]([C:27]2[CH:28]=[CH:29][CH:30]=[CH:31][CH:32]=2)[CH2:19]/[CH:18]=[CH:17]\[CH2:16][N:1]2[CH2:2][CH2:3][CH:4]([NH:7][C:8](=[O:14])[O:9][C:10]([CH3:11])([CH3:13])[CH3:12])[CH2:5][CH2:6]2)[CH:26]=[CH:25][CH:24]=[CH:23][CH:22]=1 |f:2.3.4|. Reported procedure: A stirred suspension of 1.16 g (5.78 mmol) of 4-piperidinylcarbamic acid, 1,1-dimethylethyl ester (Example 1 Part B), 1.35 g (5.26 mmol) of (Z)-1-chloro-5,5-diphenyl-2-pentene, and 799 mg (5.78 mmol) of potassium carbonate in 15 mL of N,N-dimethylformamide was heated to 60° C. for eighteen hours, cooled, filtered and concentrated to a dark oil which was chromatographed on silica gel (150 g) eluted with 95:5 methylene chloride/methanol to provide 1.82 g (82%) of title compound, as an off-white so...